This data is from the Open Reaction Database (ORD), a public repository of structured organic reaction records. The task is: describe an organic reaction: reactants, conditions, products, and yield Reactants: FC=1C=C(C=CC1N1N=C(N=C1)C)N1C(OC(C1)CN=[N+]=[N-])=O (3-[3-Fluoro-4-(3-methyl-1,2,4-triazol-1-yl)phenyl]-5-(azidomethyl)oxazolidin-2-one), FC=1C=C(C=CC1N1N=C(N=C1)C)N1C(OC(C1)CN=[N+]=[N-])=O (3-[3-Fluoro-4-(3-methyl-1,2,4-triazol-1-yl)phenyl]-5-(azidomethyl)oxazolidin-2-one), NC[C@H]1CN(C(O1)=O)C1=CC(=C(C=C1)N1N=NC(=C1)C)F ((5S)-5-(Aminomethyl)-3-[3-Fluoro-4-(4-methyl-1,2,3-triazol-1-yl)phenyl]-1,3-oxazolidin-2-one), CO (methanol). Solvent: ClCCl (dichloromethane). Yields the product FC=1C=C(C=CC1N1N=CN(C1)C)N1C(OC(C1)CN)=O (3-[3-Fluoro-4-(4-methyl-1,2,4-triazol-1-yl)phenyl]-5-(aminomethyl)-oxazolidin-2-one). Reaction SMILES: [F:1][C:2]1[CH:3]=[C:4]([N:14]2[CH2:18][CH:17]([CH2:19][N:20]=[N+]=[N-])[O:16][C:15]2=[O:23])[CH:5]=[CH:6][C:7]=1[N:8]1[CH:12]=[N:11][C:10](C)=[N:9]1.N[CH2:25][C@@H]1OC(=O)N(C2C=CC(N3C=C(C)N=N3)=C(F)C=2)C1.CO>ClCCl>[F:1][C:2]1[CH:3]=[C:4]([N:14]2[CH2:18][CH:17]([CH2:19][NH2:20])[O:16][C:15]2=[O:23])[CH:5]=[CH:6][C:7]=1[N:8]1[CH2:12][N:11]([CH3:25])[CH:10]=[N:9]1. Reported procedure: 3-[3-Fluoro-4-(3-methyl-1,2,4-triazol-1-yl)phenyl]-5-(azidomethyl)oxazolidin-2-one (Intermediate 24) (1.8 g, 5.67 mmol) was hydrogenated as described for Intermediate 16. Chromatography on silica gel with 3-7% methanol in dichloromethane gave the title compound (1.28 g). Reactants: CCCc1c(CBr)ncn2ncnc12, [K+], [K+], O=C([O-])[O-], CN(C)C=O, N#Cc1cccnc1-c1ncc[nH]1. Yields the product CCCc1c(Cn2ccnc2-c2ncccc2C#N)ncn2ncnc12. RXN SMILES: [Br:1][CH2:2][c:3]1[c:4]([CH2:12][CH2:13][CH3:14])[c:5]2[n:6]([cH:7][n:8]1)[n:9][cH:10][n:11]2.[K+:28].[K+:29].[O-:30][C:31]([O-:32])=[O:33].[O:34]=[CH:35][N:36]([CH3:37])[CH3:38].[nH:15]1[c:16](-[c:20]2[c:21]([C:22]#[N:23])[cH:24][cH:25][cH:26][n:27]2)[n:17][cH:18][cH:19]1>>[CH2:2]([c:3]1[c:4]([CH2:12][CH2:13][CH3:14])[c:5]2[n:6]([cH:7][n:8]1)[n:9][cH:10][n:11]2)[n:15]1[c:16](-[c:20]2[c:21]([C:22]#[N:23])[cH:24][cH:25][cH:26][n:27]2)[n:17][cH:18][cH:19]1.